Dataset: the Open Reaction Database (ORD), a public repository of structured organic reaction records. Task: describe an organic reaction: reactants, conditions, products, and yield The product is CN(C(=O)Oc1ccc(Cl)cc1)C1CCC(OCCCCCBr)CC1. Starting materials: BrCCCCCBr, CN(C(=O)Oc1ccc(Cl)cc1)C1CCC(O)CC1. As a reaction SMILES: [Br:20][CH2:21][CH2:22][CH2:23][CH2:24][CH2:25][Br:26].[Cl:1][c:2]1[cH:3][cH:4][c:5]([O:8][C:9]([N:10]([CH3:11])[CH:12]2[CH2:13][CH2:14][CH:15]([OH:18])[CH2:16][CH2:17]2)=[O:19])[cH:6][cH:7]1>>[Cl:1][c:2]1[cH:3][cH:4][c:5]([O:8][C:9]([N:10]([CH3:11])[CH:12]2[CH2:13][CH2:14][CH:15]([O:18][CH2:25][CH2:24][CH2:23][CH2:22][CH2:21][Br:20])[CH2:16][CH2:17]2)=[O:19])[cH:6][cH:7]1.